From a dataset of the Open Reaction Database (ORD), a public repository of structured organic reaction records. describe an organic reaction: reactants, conditions, products, and yield The reactants are COC(CC1=NN=C2N1C1=C(C(=NC2)C2=CC(=CC=C2)[N+](=O)[O-])C(=C(C=C1)C(F)(F)F)Br)=O (7-bromo-8-trifluoromethyl-6-(m-nitrophenyl)-4H-s-triazolo[4,3-a][1,4]-benzodiazepine-1-acetic acid methyl ester), CN (methylamine). Product: CNC(CC1=NN=C2N1C1=C(C(=NC2)C2=CC(=CC=C2)[N+](=O)[O-])C(=C(C=C1)C(F)(F)F)Br)=O (N-methyl-7-bromo-8-trifluoromethyl-6-(m-nitrophenyl)-4H-s-triazolo[4,3-a]-[1,4]benzodiazepine-1-acetamide). As a reaction SMILES: C[O:2][C:3](=O)[CH2:4][C:5]1[N:9]2[C:10]3[CH:27]=[CH:26][C:25]([C:28]([F:31])([F:30])[F:29])=[C:24]([Br:32])[C:11]=3[C:12]([C:15]3[CH:20]=[CH:19][CH:18]=[C:17]([N+:21]([O-:23])=[O:22])[CH:16]=3)=[N:13][CH2:14][C:8]2=[N:7][N:6]=1.[CH3:34][NH2:35]>>[CH3:34][NH:35][C:3](=[O:2])[CH2:4][C:5]1[N:9]2[C:10]3[CH:27]=[CH:26][C:25]([C:28]([F:29])([F:30])[F:31])=[C:24]([Br:32])[C:11]=3[C:12]([C:15]3[CH:20]=[CH:19][CH:18]=[C:17]([N+:21]([O-:23])=[O:22])[CH:16]=3)=[N:13][CH2:14][C:8]2=[N:7][N:6]=1. Procedure: In the manner given in Preparation 3, 7-bromo-8-trifluoromethyl-6-(m-nitrophenyl)-4H-s-triazolo[4,3-a][1,4]-benzodiazepine-1-acetic acid methyl ester is reacted with methylamine in diemethylformamide to give N-methyl-7-bromo-8-trifluoromethyl-6-(m-nitrophenyl)-4H-s-triazolo[4,3-a]-[1,4]benzodiazepine-1-acetamide.